This data is from the Open Reaction Database (ORD), a public repository of structured organic reaction records. The task is: describe an organic reaction: reactants, conditions, products, and yield Procedure: This compound was prepared from 0.15 mL of octane sulfonyl chloride and 210 mg of 30a using the procedure described for 58c. Yield: 150 mg; m.p. 101-112° C., (+)-FAB-MS: 495 (MH+). The reactants are C(CCCCCCC)S(=O)(=O)Cl (octane sulfonyl chloride), 30a, NC1=NC=CC2=C1C=C(S2)CC(C(=O)N2CCC(CC2)C)NS(=O)(=O)C2=CC=C(C=C2)OC2CCOCC2 (N-[1-(4-Amino-thieno[3,2-c]pyridin-2-ylmethyl)-2-(4-methyl-piperidin-1-yl)-2-oxo-ethyl]-4-(tetrahydropyran-4-yloxy)-benzenesulfonamide). Yields the product NC1=NC=CC2=C1C=C(S2)CC(C(=O)N2CCC(CC2)C)NS(=O)(=O)CCCCCCCC (Octane-1-sulfonic acid [1-(4-amino-thieno[3,2-c]pyridin-2-ylmethyl)-2-(4-methyl-piperidin-1-yl)-2-oxo-ethyl]-amide). Reaction SMILES: [CH2:1]([S:9](Cl)(=[O:11])=[O:10])[CH2:2][CH2:3][CH2:4][CH2:5][CH2:6][CH2:7][CH3:8].[NH2:13][C:14]1[C:19]2[CH:20]=[C:21]([CH2:23][CH:24]([NH:34]S(C3C=CC(OC4CCOCC4)=CC=3)(=O)=O)[C:25]([N:27]3[CH2:32][CH2:31][CH:30]([CH3:33])[CH2:29][CH2:28]3)=[O:26])[S:22][C:18]=2[CH:17]=[CH:16][N:15]=1>>[NH2:13][C:14]1[C:19]2[CH:20]=[C:21]([CH2:23][CH:24]([NH:34][S:9]([CH2:1][CH2:2][CH2:3][CH2:4][CH2:5][CH2:6][CH2:7][CH3:8])(=[O:11])=[O:10])[C:25]([N:27]3[CH2:28][CH2:29][CH:30]([CH3:33])[CH2:31][CH2:32]3)=[O:26])[S:22][C:18]=2[CH:17]=[CH:16][N:15]=1. The reactants are C(C)C1(C(C2=CC=C(C=C2CC1)OC)=O)CC(C)=O (2-ethyl-6-methoxy-2-(2-oxopropyl)-3,4-dihydro-1(2H)-naphthalenone), [OH-].[K+] (KOH). Solvent: CCOC(=O)C (EtOAc), CCO (EtOH), CCO (EtOH). Yields the product C(C)C12C(C3=CC=C(C=C3CC1)OC)=CC(C2)=O (3a-ethyl-7-methoxy-3,3a,4,5-tetrahydro-2H-cyclopenta[a]naphthalen-2-one). As a reaction SMILES: [CH2:1]([C:3]1([CH2:16][C:17](=[O:19])[CH3:18])[CH2:12][CH2:11][C:10]2[C:5](=[CH:6][CH:7]=[C:8]([O:13][CH3:14])[CH:9]=2)[C:4]1=O)[CH3:2].[OH-].[K+]>CCO.CCOC(C)=O>[CH2:1]([C:3]12[CH2:16][C:17](=[O:19])[CH:18]=[C:4]1[C:5]1[C:10]([CH2:11][CH2:12]2)=[CH:9][C:8]([O:13][CH3:14])=[CH:7][CH:6]=1)[CH3:2] |f:1.2|. Procedure: A solution of crude 2-ethyl-6-methoxy-2-(2-oxopropyl)-3,4-dihydro-1(2H)-naphthalenone (758 mg, 3 mmol) in EtOH (15 mL) was treated with freshly prepared 2N KOH in EtOH (1.5 mL, 3 mmol). The resulting solution was heated at reflux for 24 hours. After cooling, the mixture was diluted with EtOAc (70 mL) and washed with 1N HCl (35 mL) followed by 5% NaHCO3 (35 mL). The NaHCO3 phase was back-extracted with EtOAc (60 mL). The combined organics were washed with water and brine, dried over MgSO4, filter... The reactants are NC1=NC=CC=C1O (2-amino-3-hydroxy pyridine), ClCCl (dichloromethane), [OH-].[Na+] (sodium hydroxide), FC1=C(CBr)C=CC(=C1)OC (2-fluoro-4-methoxybenzyl bromide). The reagents and catalysts are CCCCCCCC[N+](C)(CCCCCCCC)CCCCCCCC.[Cl-] (Adogen 464). Solvent: O (water). Conditions: time 5 minute. Yields the product NC1=NC=CC=C1OCC1=C(C=C(C=C1)OC)F (2-Amino-3-(2-fluoro-4-methoxybenzyloxy)pyridine). Reaction SMILES: [NH2:1][C:2]1[C:7]([OH:8])=[CH:6][CH:5]=[CH:4][N:3]=1.ClCCl.[OH-].[Na+].[F:14][C:15]1[CH:22]=[C:21]([O:23][CH3:24])[CH:20]=[CH:19][C:16]=1[CH2:17]Br>CCCCCCCC[N+](CCCCCCCC)(CCCCCCCC)C.[Cl-].O>[NH2:1][C:2]1[C:7]([O:8][CH2:17][C:16]2[CH:19]=[CH:20][C:21]([O:23][CH3:24])=[CH:22][C:15]=2[F:14])=[CH:6][CH:5]=[CH:4][N:3]=1 |f:2.3,5.6|. Procedure: A mixture of 2-amino-3-hydroxy pyridine (1.45g, 0.013 mol), dichloromethane (10 ml) and 40% aqueous sodium hydroxide solution (10 ml) was stirred for five minutes, then 2-fluoro-4-methoxybenzyl bromide (2.9 g, 0.013 mol) and Adogen 464 (1.5 ml) were added and stirring continued for 16 hours. The mixture was diluted with water and extracted with dichloromethane. Drying and evaporation of the organic extracts, and trituration with ether gave the desired product. Yield 1.11 g (34%), m.p. 135°-138 °... Reactants: NC=1C=CC(=C(C1)NC(C1=CC=CC=C1)=O)Cl (N-(5-amino-2-chlorophenyl)benzamide), BrCC1=NC=C(C(=O)O)C=C1 (6-(bromomethyl)nicotinic acid). Yields the product C(C1=CC=CC=C1)(=O)NC=1C=C(C=CC1Cl)NC(C1=CN=C(C=C1)CBr)=O (N-(3-benzamido-4-chlorophenyl)-6-(bromomethyl)-nicotinamide). RXN SMILES: [NH2:1][C:2]1[CH:3]=[CH:4][C:5]([Cl:17])=[C:6]([NH:8][C:9](=[O:16])[C:10]2[CH:15]=[CH:14][CH:13]=[CH:12][CH:11]=2)[CH:7]=1.[Br:18][CH2:19][C:20]1[CH:28]=[CH:27][C:23]([C:24](O)=[O:25])=[CH:22][N:21]=1>>[C:9]([NH:8][C:6]1[CH:7]=[C:2]([NH:1][C:24](=[O:25])[C:23]2[CH:27]=[CH:28][C:20]([CH2:19][Br:18])=[N:21][CH:22]=2)[CH:3]=[CH:4][C:5]=1[Cl:17])(=[O:16])[C:10]1[CH:15]=[CH:14][CH:13]=[CH:12][CH:11]=1. Procedure: N-(5-amino-2-chlorophenyl)benzamide (1.0 mmol) was used in general procedure 2 with 6-(bromomethyl)nicotinic acid (21.1 mmol) to give N-(3-benzamido-4-chlorophenyl)-6-(bromomethyl)-nicotinamide. MS (Q1) 444.0 (M)+ Reactants: N(CC(=O)N1[C@H](C(=O)OC)CCC1)C(=O)OC(C)(C)C (Boc-Gly-Pro-OMe), COC=1C=CC(=CC1)P2(=S)SP(=S)(S2)C=3C=CC(=CC3)OC (Lawesson's reagent). Solvent: C1(=CC=CC=C1)C (toluene). Product: EtOAc hexanes, COC([C@H]1N(CCC1)C(CNC(=O)OC(C)(C)C)=S)=O (N-(t-Butoxycarbonylaminothioacetyl)proline methyl ester). The yield is 132.2%. Reaction SMILES: [NH:1]([C:14]([O:16][C:17]([CH3:20])([CH3:19])[CH3:18])=[O:15])[CH2:2][C:3]([N:5]1[CH2:13][CH2:12][CH2:11][C@H:6]1[C:7]([O:9][CH3:10])=[O:8])=O.COC1C=CC(P2(SP(C3C=CC(OC)=CC=3)(=S)S2)=[S:30])=CC=1>C1(C)C=CC=CC=1>[CH3:10][O:9][C:7](=[O:8])[C@@H:6]1[CH2:11][CH2:12][CH2:13][N:5]1[C:3](=[S:30])[CH2:2][NH:1][C:14]([O:16][C:17]([CH3:20])([CH3:19])[CH3:18])=[O:15]. Reported procedure: To Boc-Gly-Pro-OMe (2.78 g, 9.72 mmol) in toluene (200 mL) was added Lawesson's reagent (2.36 g, 5.83 mmol). The mixture was heated to reflux for 2 h, then allowed to cool to RT and concentrated under vacuum to give a yellow residue. Flash chromatography (30% EtOAc/hexanes, silica gel) gave 2.33 g (76%) of the desired compound as a yellow oil. This was homogeneous by TLC and 1H NMR analysis and was used without further purification. Reactants: CCO, CN1CCCC1CCN1CCCc2cc(N)cc(F)c21, I, CSC(=N)c1cccs1. Yields the product CN1CCCC1CCN1CCCc2cc(NC(=N)c3cccs3)cc(F)c21. As a reaction SMILES: [CH3:31][CH2:32][OH:33].[F:1][c:2]1[cH:3][c:4]([NH2:20])[cH:5][c:6]2[c:11]1[N:10]([CH2:12][CH2:13][CH:14]1[N:15]([CH3:19])[CH2:16][CH2:17][CH2:18]1)[CH2:9][CH2:8][CH2:7]2.[IH:21].[s:22]1[c:23]([C:27](=[NH:28])[S:29][CH3:30])[cH:24][cH:25][cH:26]1>>[F:1][c:2]1[cH:3][c:4]([NH:20][C:27]([c:23]2[s:22][cH:26][cH:25][cH:24]2)=[NH:28])[cH:5][c:6]2[c:11]1[N:10]([CH2:12][CH2:13][CH:14]1[N:15]([CH3:19])[CH2:16][CH2:17][CH2:18]1)[CH2:9][CH2:8][CH2:7]2. Procedure details: 374 mg of 60% sodium hydride was suspended in 20.0 mL of dimethoxyethane, and 1.91 g of ethyl diethylphosphonoacetate was added dropwise thereto at −5° C., followed by stirring at room temperature for 10 minutes. To the reaction liquid was added dropwise a solution of tert-butyl (3-formylbenzyl)carbamate in dimethoxyethane (5.00 mL), followed by stirring at 60° C. for 4 hours. The reaction liquid was cooled to room temperature, followed by addition of water and extraction with ethyl acetate. The... The product is C(C)(C)(C)OC(=O)NCC=1C=C(C=CC(=O)OCC)C=CC1 (ethyl 3-{[(tert-butoxycarbonyl)amino]methyl}cinnamate). Reactants: [H-].[Na+] (sodium hydride), C(=O)C=1C=C(CNC(OC(C)(C)C)=O)C=CC1 (tert-butyl (3-formylbenzyl)carbamate), O (water), C(C)OP(=O)(OCC)CC(=O)OCC (ethyl diethylphosphonoacetate). Reaction conditions: time 10 minute. Reaction SMILES: [H-].[Na+].C(OP([CH2:11][C:12]([O:14][CH2:15][CH3:16])=[O:13])(OCC)=O)C.[CH:17]([C:19]1[CH:20]=[C:21]([CH:31]=[CH:32][CH:33]=1)[CH2:22][NH:23][C:24](=[O:30])[O:25][C:26]([CH3:29])([CH3:28])[CH3:27])=O.O>C(COC)OC.C(OCC)(=O)C>[C:26]([O:25][C:24]([NH:23][CH2:22][C:21]1[CH:20]=[C:19]([CH:33]=[CH:32][CH:31]=1)[CH:17]=[CH:11][C:12]([O:14][CH2:15][CH3:16])=[O:13])=[O:30])([CH3:29])([CH3:27])[CH3:28] |f:0.1|. Run in C(OC)COC (dimethoxyethane), C(C)(=O)OCC (ethyl acetate), C(OC)COC (dimethoxyethane).